Dataset: the Open Reaction Database (ORD), a public repository of structured organic reaction records. Task: describe an organic reaction: reactants, conditions, products, and yield The reactants are CC(C)(C)OC(=O)NC(Cc1ccccc1)C1CO1, NC(=O)C1CCCN1. Product: CC(C)(C)OC(=O)NC(Cc1ccccc1)C(O)CN1CCCC1C(N)=O. Reaction SMILES: [C:1]([CH3:2])([CH3:3])([CH3:4])[O:5][C:6]([NH:7][CH:8]([CH2:9][c:10]1[cH:11][cH:12][cH:13][cH:14][cH:15]1)[CH:16]1[O:17][CH2:18]1)=[O:19].[NH:20]1[CH:21]([C:22](=[O:23])[NH2:24])[CH2:25][CH2:26][CH2:27]1>>[C:1]([CH3:2])([CH3:3])([CH3:4])[O:5][C:6]([NH:7][CH:8]([CH2:9][c:10]1[cH:11][cH:12][cH:13][cH:14][cH:15]1)[CH:16]([OH:17])[CH2:18][N:20]1[CH:21]([C:22](=[O:23])[NH2:24])[CH2:25][CH2:26][CH2:27]1)=[O:19]. The reactants are ClC1=CC=C(C=CC=O)C=C1 (4-chlorocinnamaldehyde), FC=1C=C(CN)C=CC1F (3,4-difluorobenzylamine), C(C)(=O)O[BH-](OC(C)=O)OC(C)=O.[Na+] (sodium triacetoxyborohydride). Solvent: ClC(C)Cl (dichloroethane). Conditions: time 8 hour. Yields the product cis-diaryl, ClC1=CC=C(C=C1)C=CCNCC1=CC(=C(C=C1)F)F ([3-(4-chloro-phenyl)-allyl]-(3,4-difluoro-benzyl)-amine). As a reaction SMILES: [Cl:1][C:2]1[CH:11]=[CH:10][C:5]([CH:6]=[CH:7][CH:8]=O)=[CH:4][CH:3]=1.[F:12][C:13]1[CH:14]=[C:15]([CH:18]=[CH:19][C:20]=1[F:21])[CH2:16][NH2:17].C(O[BH-](OC(=O)C)OC(=O)C)(=O)C.[Na+]>ClC(Cl)C>[Cl:1][C:2]1[CH:11]=[CH:10][C:5]([CH:6]=[CH:7][CH2:8][NH:17][CH2:16][C:15]2[CH:18]=[CH:19][C:20]([F:21])=[C:13]([F:12])[CH:14]=2)=[CH:4][CH:3]=1 |f:2.3|. Procedure: The cis-diaryl compounds were prepared as shown above. To a solution of 4-chlorocinnamaldehyde (1.45 g, 8.70 mmol) in 100 mL of dichloroethane was added 3,4-difluorobenzylamine followed by sodium triacetoxyborohydride (3.7 g, 17.5 mmol, 2 eq.). The mixture was stirred overnight at room temperature, washed with aq. NaHCO3, brine, dried over MgSO4, filtered, concentrated and chromatographed with 40% ethyl acetate-hexanes to provide 0.84 g of [3-(4-chloro-phenyl)-allyl]-(3,4-difluoro-benzyl)-amine.... Reactants: O=C(O)c1cc(O)cc(Br)c1, CO. Yields the product COC(=O)c1cc(O)cc(Br)c1. As a reaction SMILES: [Br:1][c:2]1[cH:3][c:4]([C:5](=[O:6])[OH:7])[cH:8][c:9]([OH:11])[cH:10]1.[CH3:12][OH:13]>>[Br:1][c:2]1[cH:3][c:4]([C:5](=[O:6])[O:7][CH3:12])[cH:8][c:9]([OH:11])[cH:10]1.